The task is: describe an organic reaction: reactants, conditions, products, and yield. This data is from the Open Reaction Database (ORD), a public repository of structured organic reaction records. Reactants: [Al+3], C1CCOC1, CC1(c2ccc(N)cc2F)CNC1=O, [H-], [H-], [H-], [H-], [Li+]. Yields the product CC1(c2ccc(N)cc2F)CNC1. RXN SMILES: [Al+3:2].[CH2:21]1[O:22][CH2:23][CH2:24][CH2:25]1.[CH3:7][C:8]1([c:13]2[c:14]([F:20])[cH:15][c:16]([NH2:19])[cH:17][cH:18]2)[C:9](=[O:12])[NH:10][CH2:11]1.[H-:1].[H-:4].[H-:5].[H-:6].[Li+:3]>>[CH3:7][C:8]1([c:13]2[c:14]([F:20])[cH:15][c:16]([NH2:19])[cH:17][cH:18]2)[CH2:9][NH:10][CH2:11]1. The reactants are ClC=1C=CC=C2C(=C(N=NC12)C1=CC=CC=C1)C=1C=C(C=CC1)N (3-(8-chloro-3-phenyl-cinnolin-4-yl)-phenylamine), BrC=1C=CC(=C(C=O)C1)F (5-bromo-2-fluorobenzaldehyde). Product: BrC=1C=CC(=C(CNC2=CC(=CC=C2)C2=C(N=NC3=C(C=CC=C23)Cl)C2=CC=CC=C2)C1)F (N-(5-Bromo-2-fluorobenzyl)-3-(8-chloro-3-phenylcinnolin-4-yl)aniline). RXN SMILES: [Cl:1][C:2]1[CH:3]=[CH:4][CH:5]=[C:6]2[C:11]=1[N:10]=[N:9][C:8]([C:12]1[CH:17]=[CH:16][CH:15]=[CH:14][CH:13]=1)=[C:7]2[C:18]1[CH:19]=[C:20]([NH2:24])[CH:21]=[CH:22][CH:23]=1.[Br:25][C:26]1[CH:27]=[CH:28][C:29]([F:34])=[C:30]([CH:33]=1)[CH:31]=O>>[Br:25][C:26]1[CH:27]=[CH:28][C:29]([F:34])=[C:30]([CH:33]=1)[CH2:31][NH:24][C:20]1[CH:21]=[CH:22][CH:23]=[C:18]([C:7]2[C:6]3[C:11](=[C:2]([Cl:1])[CH:3]=[CH:4][CH:5]=3)[N:10]=[N:9][C:8]=2[C:12]2[CH:13]=[CH:14][CH:15]=[CH:16][CH:17]=2)[CH:19]=1. Procedure: The title compound was prepared from 3-(8-chloro-3-phenyl-cinnolin-4-yl)-phenylamine and 5-bromo-2-fluorobenzaldehyde according to the procedure of Step 5 Example 6. MS (ES) m/z 517.9. Reactants: ClC1=NC=C(C=C1Cl)C(Cl)(Cl)Cl (2,3-dichloro-5-trichloromethyl pyridine), ice water, ClC1=NC=C(C=C1Cl)C(F)(F)F (2,3-dichloro-5-(trifluoromethyl)pyridine), [C-]#N.[K+] (potassium cyanide). Solvent: CS(=O)C (dimethyl sulfoxide). Reaction conditions: time 20 minute. The product is ClC1=NC=C(C=C1C#N)C(F)(F)F (2-CHLORO-3-CYANO-5-(TRIFLUOROMETHYL)PYRIDINE). RXN SMILES: Cl[C:2]1C(Cl)=CC(C(Cl)(Cl)Cl)=C[N:3]=1.[Cl:13][C:14]1[C:19](Cl)=[CH:18][C:17]([C:21]([F:24])([F:23])[F:22])=[CH:16][N:15]=1.[C-]#N.[K+]>CS(C)=O>[Cl:13][C:14]1[C:19]([C:2]#[N:3])=[CH:18][C:17]([C:21]([F:24])([F:23])[F:22])=[CH:16][N:15]=1 |f:2.3|. Procedure details: 3Chloro-2-fluoro-5-(trifluoromethyl)pyridine (obtained as a by-product from the fluorine exchange reaction when converting 2,3-dichloro-5-trichloromethyl pyridine to 2,3-dichloro-5-(trifluoromethyl)pyridine) (40.0 g, 0.2 mole) was put into 270 ml of dimethyl sulfoxide and stirred while potassium cyanide (14.4 g, 0.221 mole) was spooned in over a 20-minute period. The mixture was then stirred for another 20 minutes. The temperature was held between 23° C. and 28° C. throughout the reaction. The m... Starting materials: FC(C(F)F)(OC1=CC=C(C=NNC(=N)NN=CC2=CC=C(C=C2)OC(C(F)F)(F)F)C=C1)F (1,3-bis{[p-(1,1,2,2-tetrafluoroethoxy)benzylidene]amino}guanidine), C(C)(C)N(CC)C(C)C (diisopropylethylamine), CN(C(=O)Cl)C (dimethylcarbamoyl chloride). The solvent is C(C)#N (acetonitrile). Product: FC(C(F)F)(OC1=CC=C(C=NNC(N(C(=O)N(C)C)N=CC2=CC=C(C=C2)OC(C(F)F)(F)F)=N)C=C1)F (4,4-dimethyl-2-{[p-(1,1,2,2-tetrafluoroethoxy)benzylidene]amino}-allophanimidic acid [p-(1,1,2,2-tetrafluoroethoxy)benzylidene]hydrazide). The yield is 92.9%. RXN SMILES: [F:1][C:2]([F:34])([O:6][C:7]1[CH:33]=[CH:32][C:10]([CH:11]=[N:12][NH:13][C:14]([NH:16][N:17]=[CH:18][C:19]2[CH:24]=[CH:23][C:22]([O:25][C:26]([F:31])([F:30])[CH:27]([F:29])[F:28])=[CH:21][CH:20]=2)=[NH:15])=[CH:9][CH:8]=1)[CH:3]([F:5])[F:4].C(N(C(C)C)CC)(C)C.[CH3:44][N:45]([CH3:49])[C:46](Cl)=[O:47]>C(#N)C>[F:1][C:2]([F:34])([O:6][C:7]1[CH:33]=[CH:32][C:10]([CH:11]=[N:12][NH:13][C:14](=[NH:15])[N:16]([N:17]=[CH:18][C:19]2[CH:24]=[CH:23][C:22]([O:25][C:26]([F:31])([F:30])[CH:27]([F:29])[F:28])=[CH:21][CH:20]=2)[C:46]([N:45]([CH3:49])[CH3:44])=[O:47])=[CH:9][CH:8]=1)[CH:3]([F:4])[F:5]. Procedure: A solution of 1,3-bis{[p-(1,1,2,2-tetrafluoroethoxy)benzylidene]amino}guanidine (29.84 g, 0.06 mol), diisopropylethylamine (15.51 g, 0.12 mol) and dimethylcarbamoyl chloride (129.2 g, 0.12 mol) in acetonitrile (200 mL) is stirred at reflux for 22 hours. The reaction mixture is cooled, and the acetonitrile is evaporated under reduced pressure. The residue is dissolved in ethyl acetate (250 mL), and the organic solution is washed with water, saturated NaCl and dried over Na2SO4. The solvent is eva... Reactants: FC(OC1=C(C=C(C=C1)C=1OC=C(N1)CNC(C1=NC=CC=C1C)=O)O)F (N-[2-(4-difluoromethoxy-3-hydroxyphenyl)oxazol-4-ylmethyl]-3-methylpicolinamide), BrCCC (1-bromopropane). Product: FC(OC1=C(C=C(C=C1)C=1OC=C(N1)CNC(C1=NC=CC=C1C)=O)OCCC)F (N-[2-(4-difluoromethoxy-3-propoxyphenyl)oxazol-4-ylmethyl]-3-methylpicolinamide). Reaction SMILES: [F:1][CH:2]([F:27])[O:3][C:4]1[CH:9]=[CH:8][C:7]([C:10]2[O:11][CH:12]=[C:13]([CH2:15][NH:16][C:17](=[O:25])[C:18]3[C:23]([CH3:24])=[CH:22][CH:21]=[CH:20][N:19]=3)[N:14]=2)=[CH:6][C:5]=1[OH:26].Br[CH2:29][CH2:30][CH3:31]>>[F:27][CH:2]([F:1])[O:3][C:4]1[CH:9]=[CH:8][C:7]([C:10]2[O:11][CH:12]=[C:13]([CH2:15][NH:16][C:17](=[O:25])[C:18]3[C:23]([CH3:24])=[CH:22][CH:21]=[CH:20][N:19]=3)[N:14]=2)=[CH:6][C:5]=1[O:26][CH2:29][CH2:30][CH3:31]. Procedure: Using the compound obtained in Example 97 and 1-bromopropane, white powdery N-[2-(4-difluoromethoxy-3-propoxyphenyl)oxazol-4-ylmethyl]-3-methylpicolinamide was obtained following the procedure of Example 3.